From a dataset of the Open Reaction Database (ORD), a public repository of structured organic reaction records. describe an organic reaction: reactants, conditions, products, and yield The reactants are CCOc1ccc(C2ON(S(=O)(=O)c3ccc(NC(C)=O)cc3)C(CO)C=C2C)cc1, CC(C)=O, O=[Cr](=O)(O)O, [Na+], [Na+], O=S([O-])S(=O)(=O)[O-]. The product is CCOc1ccc(C2ON(S(=O)(=O)c3ccc(NC(C)=O)cc3)C(C(=O)O)C=C2C)cc1. Reaction SMILES: [C:1]([CH3:2])(=[O:3])[NH:4][c:5]1[cH:6][cH:7][c:8]([S:11](=[O:12])(=[O:13])[N:14]2[O:15][CH:16]([c:23]3[cH:24][cH:25][c:26]([O:29][CH2:30][CH3:31])[cH:27][cH:28]3)[C:17]([CH3:22])=[CH:18][CH:19]2[CH2:20][OH:21])[cH:9][cH:10]1.[CH3:46][C:47](=[O:48])[CH3:49].[Cr:32](=[O:33])([OH:34])([OH:35])=[O:36].[Na+:44].[Na+:45].[S:37]([S:38]([O-:39])=[O:40])([O-:41])(=[O:42])=[O:43]>>[C:1]([CH3:2])(=[O:3])[NH:4][c:5]1[cH:6][cH:7][c:8]([S:11](=[O:12])(=[O:13])[N:14]2[O:15][CH:16]([c:23]3[cH:24][cH:25][c:26]([O:29][CH2:30][CH3:31])[cH:27][cH:28]3)[C:17]([CH3:22])=[CH:18][CH:19]2[C:20](=[O:21])[OH:33])[cH:9][cH:10]1. Reactants: C[C@H]1O[C@H](CN(C1)C1=C(C2=C(C(=NO2)C=2OC=CC2)C=C1C=O)F)C (6-((2R,6S)-2,6-dimethylmorpholino)-7-fluoro-3-(furan-2-yl)benzo[d]isoxazole-5-carbaldehyde), C[C@H]1O[C@H](CN(C1)C1=C(C2=C(C(=NO2)C=2OC=CC2)C=C1C=O)F)C (6-((2R,6S)-2,6-dimethylmorpholino)-7-fluoro-3-(furan-2-yl)benzo[d]isoxazole-5-carbaldehyde), N1C(NC(CC1=O)=O)=O (pyrimidine-2,4,6(1H,3H,5H)-trione). Solvent: C(C)(C)O (isopropanol). Conditions: temperature 90 celsius. Product: FC=1C2=C(C=C3CC4(C(NC(NC4=O)=O)=O)[C@@H]4N(C13)C[C@H](O[C@H]4C)C)C(=NO2)C=2OC=CC2 ((2R,4S,4aS)-rel-11-fluoro-8-(furan-2-yl)-2,4-dimethyl-2,4,4a,6-tetrahydro-1H,1′H-spiro[isoxazolo[4,5-g][1,4]oxazino[4,3-a]quinoline-5,5′-pyrimidine]-2′,4′,6′(3′H)-trione). Isolated yield 84.1%. RXN SMILES: [CH3:1][C@@H:2]1[CH2:7][N:6]([C:8]2[C:21]([CH:22]=O)=[CH:20][C:11]3[C:12]([C:15]4[O:16][CH:17]=[CH:18][CH:19]=4)=[N:13][O:14][C:10]=3[C:9]=2[F:24])[CH2:5][C@H:4]([CH3:25])[O:3]1.[NH:26]1[C:31](=[O:32])[CH2:30][C:29](=[O:33])[NH:28][C:27]1=[O:34]>C(O)(C)C>[F:24][C:9]1[C:10]2[O:14][N:13]=[C:12]([C:15]3[O:16][CH:17]=[CH:18][CH:19]=3)[C:11]=2[CH:20]=[C:21]2[C:8]=1[N:6]1[CH2:7][C@@H:2]([CH3:1])[O:3][C@@H:4]([CH3:25])[C@@H:5]1[C:30]1([C:29](=[O:33])[NH:28][C:27](=[O:34])[NH:26][C:31]1=[O:32])[CH2:22]2. Reported procedure: A mixture of 6-((2R,6S)-2,6-dimethylmorpholino)-7-fluoro-3-(furan-2-yl)benzo[d]isoxazole-5-carbaldehyde (Intermediate 427, 95 mg, 0.28 mmol) and pyrimidine-2,4,6(1H,3H,5H)-trione (38.9 mg, 0.30 mmol) in isopropanol (10 ml) was heated at 90° C. for 2 days. Solvent removed. Residue was triturated with methanol and the solid was filtered, washed with small amount of methanol, and dried to give title compound (107 mg, 85%).